From a dataset of the Open Reaction Database (ORD), a public repository of structured organic reaction records. describe an organic reaction: reactants, conditions, products, and yield The reactants are NC1=C(C(=O)O)C=C(C(=C1)F)F (2-Amino-4,5-difluorobenzoic acid), C(C)(C)N=C=NC(C)C (diisopropylcarbodiimide), C=1C=CC2=C(C1)N=NN2O (HOBt), ClC1=CC=C(CN2CC(CC2)CNC(CN)=O)C=C1 (1-(4-chlorobenzyl)-3-[(glycylamino)methyl]pyrrolidine). Solvent: C(Cl)(Cl)Cl (chloro form), C(C)(C)(C)O (tert-butanol). Reaction conditions: time 19 hour. Yields the product NC1=C(C(=O)NCC(=O)NCC2CN(CC2)CC2=CC=C(C=C2)Cl)C=C(C(=C1)F)F (3-[[N-(2-amino-4,5-difluorobenzoyl)glycyl]aminomethyl]-1-(4-chlorobenzyl)pyrrolidine). As a reaction SMILES: [NH2:1][C:2]1[CH:10]=[C:9]([F:11])[C:8]([F:12])=[CH:7][C:3]=1[C:4]([OH:6])=O.C(N=C=NC(C)C)(C)C.C1C=CC2N(O)N=NC=2C=1.[Cl:32][C:33]1[CH:50]=[CH:49][C:36]([CH2:37][N:38]2[CH2:42][CH2:41][CH:40]([CH2:43][NH:44][C:45](=[O:48])[CH2:46][NH2:47])[CH2:39]2)=[CH:35][CH:34]=1>C(Cl)(Cl)Cl.C(O)(C)(C)C>[NH2:1][C:2]1[CH:10]=[C:9]([F:11])[C:8]([F:12])=[CH:7][C:3]=1[C:4]([NH:47][CH2:46][C:45]([NH:44][CH2:43][CH:40]1[CH2:41][CH2:42][N:38]([CH2:37][C:36]2[CH:49]=[CH:50][C:33]([Cl:32])=[CH:34][CH:35]=2)[CH2:39]1)=[O:48])=[O:6]. Procedure: 2-Amino-4,5-difluorobenzoic acid (0.060 mmol), diisopropylcarbodiimide (0.060 mmol) and HOBt (0.060 mmol) were added to a solution of 1-(4-chlorobenzyl)-3-[(glycylamino)methyl]pyrrolidine (0.050 mmol) in chloro form (1.35 mL) and tert-butanol (0.05 mL). The resulting reaction Mixture was stirred at room temperature for 19 hours, then loaded onto a Varian™ SCX column and washed with methanol/chloroform=1:1 (10 mL) and methanol (10 mL). The obtained crude product was eluted with a 2 M methanol sol... The reactants are CN(CCC(C1=CC=CC=C1)=O)C (dimethyl-β-benzoyl-ethylamine), CN(C=O)C (dimethylformamide), C(C1=CC=CC=C1)=O (benzaldehyde), CN(C=O)C (dimethylformamide), [C-]#N.[Na+] (NaCN), CN(C=O)C (dimethylformamide). Solvent: C(C)O (ethanol), O (water). Product: C(C1=CC=CC=C1)(=O)C(C)C(C1=CC=CC=C1)=O (dibenzoyl ethane). RXN SMILES: [CH:1](=[O:8])[C:2]1[CH:7]=[CH:6][CH:5]=[CH:4][CH:3]=1.CN(C)C=O.[C-]#N.[Na+].CN(C)[CH2:19][CH2:20][C:21](=[O:28])[C:22]1[CH:27]=[CH:26][CH:25]=[CH:24][CH:23]=1>C(O)C.O>[C:1]([CH:20]([C:21](=[O:28])[C:22]1[CH:27]=[CH:26][CH:25]=[CH:24][CH:23]=1)[CH3:19])(=[O:8])[C:2]1[CH:7]=[CH:6][CH:5]=[CH:4][CH:3]=1 |f:2.3|. Procedure details: A solution of 21.2 g (0.2 mol) of benzaldehyde and 100 ml of absolute dimethylformamide is added dropwise in the course of 1/2 hour to a mixture of 9.8 g (0.2 mol) of NaCN and 100 ml of absolute dimethylformamide in a manner analogous to Example 3. Stirring is continued for 21/2 hours at 35° C. A solution of 26.6 g (0.15 mol) of dimethyl-β-benzoyl-ethylamine and 100 ml of absolute dimethylformamide is then slowly added dropwise in the course of 2 hours. Stirring is continued for 2 hours at the s... Starting materials: Cl.Cl.NCC1=CC=C(C=C1)C=CC1=CC=C(C(=N)N)C=C1 (4-[2-(4-aminomethylphenyl)ethenyl]benzamidine dihydrochloride). The reagents and catalysts are [C].[Pd] (palladium-carbon). The solvent is CO (methanol). Yields the product Cl.Cl.NCC1=CC=C(C=C1)CCC1=CC=C(C(=N)N)C=C1 (4-[2-(4-aminomethylphenyl)ethyl]benzamidine dihydrochloride). The yield is 132.5%. As a reaction SMILES: [ClH:1].Cl.[NH2:3][CH2:4][C:5]1[CH:10]=[CH:9][C:8]([CH:11]=[CH:12][C:13]2[CH:21]=[CH:20][C:16]([C:17]([NH2:19])=[NH:18])=[CH:15][CH:14]=2)=[CH:7][CH:6]=1>CO.[C].[Pd]>[ClH:1].[ClH:1].[NH2:3][CH2:4][C:5]1[CH:6]=[CH:7][C:8]([CH2:11][CH2:12][C:13]2[CH:14]=[CH:15][C:16]([C:17]([NH2:19])=[NH:18])=[CH:20][CH:21]=2)=[CH:9][CH:10]=1 |f:0.1.2,4.5,6.7.8|. Procedure details: A solution of 30 mg of 4-[2-(4-aminomethylphenyl)ethenyl]benzamidine dihydrochloride in 30 ml of methanol was catalytically reduced with 20 mg of a 5% palladium-carbon as catalyst. The reaction mixture was filtered from spent catalyst and concentrated under reduced pressure. The residue was recrystallized from a methanolisopropanol-ether mixture to yield 20 mg of 4-[2-(4-aminomethylphenyl)ethyl]benzamidine dihydrochloride; m.p. ≥260° C. Reactants: CCCC[N+](CCCC)(CCCC)CCCC.[F-] (TBAF), O (H2O), C(C)[Si](C1=C(C=2C(=CN=CC2)N1)CCO)(CC)CC (2-(2-(triethylsilyl)-1H-pyrrolo[2,3-c]pyridin-3-yl)ethanol), CCCC[N+](CCCC)(CCCC)CCCC.[F-] (TBAF). The reagents and catalysts are O (H2O). The solvent is C1CCOC1 (THF). Conditions: temperature 0 celsius, time 1 hour. Yields the product N1C=C(C=2C1=CN=CC2)CCO (2-(1H-pyrrolo[2,3-c]pyridin-3-yl)ethanol). Isolated yield 51.1%. As a reaction SMILES: C([Si](CC)(CC)[C:4]1[NH:12][C:7]2=[CH:8][N:9]=[CH:10][CH:11]=[C:6]2[C:5]=1[CH2:13][CH2:14][OH:15])C.CCCC[N+](CCCC)(CCCC)CCCC.[F-].O>C1COCC1.O>[NH:12]1[C:7]2=[CH:8][N:9]=[CH:10][CH:11]=[C:6]2[C:5]([CH2:13][CH2:14][OH:15])=[CH:4]1 |f:1.2|. Procedure: 2-(2-(triethylsilyl)-1H-pyrrolo[2,3-c]pyridin-3-yl)ethanol (1.99 g, 7.24 mmole) was dissolved in THF (17 ml) and TBAF (7.96 ml, 7.96 mmole; 1 M solution in THF) was added at 0° C. The mixture was stirred for 1 hour at 0° C. and then heated to RT. Further TBAF (7.96 ml, 7.96 mmole, 1 M solution in THF) and H2O (5 drops) were added. After 2 days at RT 20 ml of H2O were added and the aqueous phase was extracted with DCM (3×60 ml). The organic phases were combined and washed with saturated NaCl solu...